describe an organic reaction: reactants, conditions, products, and yield From a dataset of the Open Reaction Database (ORD), a public repository of structured organic reaction records. The reactants are O=C([O-])[O-], C=CCBr, CC#N, [Cl-], Cc1cc(Cl)c(N2C(=O)C3=CCCCN3C2=O)cc1O, [K+], [K+], [NH4+]. Product: C=CCOc1cc(N2C(=O)C3=CCCCN3C2=O)c(Cl)cc1C. As a reaction SMILES: [C:25](=[O:26])([O-:27])[O-:28].[CH2:21]([CH:22]=[CH2:23])[Br:24].[CH3:33][C:34]#[N:35].[Cl-:31].[Cl:1][c:2]1[c:3]([N:10]2[C:11](=[O:20])[N:12]3[C:13](=[CH:14][CH2:15][CH2:16][CH2:17]3)[C:18]2=[O:19])[cH:4][c:5]([OH:9])[c:6]([CH3:8])[cH:7]1.[K+:29].[K+:30].[NH4+:32]>>[Cl:1][c:2]1[c:3]([N:10]2[C:11](=[O:20])[N:12]3[C:13](=[CH:14][CH2:15][CH2:16][CH2:17]3)[C:18]2=[O:19])[cH:4][c:5]([O:9][CH2:23][CH:22]=[CH2:21])[c:6]([CH3:8])[cH:7]1. Reactants: C(#N)C1=C(C=C(C=C1)N1C[C@H](N(C[C@@H]1C)C(=O)NC1=CC(=NC=C1)C(=O)OCC)C)C(F)(F)F (ethyl (2R,5S)-4-{[4-(4-cyano-3-trifluoromethylphenyl)-2,5-dimethylpiperazine-1-carbonyl]amino}pyridine-2-carboxylate), [OH-].[Na+] (sodium hydroxide), Cl (hydrochloric acid). Solvent: C1CCOC1 (THF). Run at time 1 hour. Yields the product C(#N)C1=C(C=C(C=C1)N1C[C@H](N(C[C@@H]1C)C(=O)NC1=CC(=NC=C1)C(=O)O)C)C(F)(F)F ((2R,5S)-4-{[4-(4-Cyano-3-trifluoromethylphenyl)-2,5-dimethylpiperazine-1-carbonyl]amino}pyridine-2-carboxylic acid). Yield: 88.6%. Reaction SMILES: [OH-].[Na+].[C:3]([C:5]1[CH:10]=[CH:9][C:8]([N:11]2[C@@H:16]([CH3:17])[CH2:15][N:14]([C:18]([NH:20][C:21]3[CH:26]=[CH:25][N:24]=[C:23]([C:27]([O:29]CC)=[O:28])[CH:22]=3)=[O:19])[C@H:13]([CH3:32])[CH2:12]2)=[CH:7][C:6]=1[C:33]([F:36])([F:35])[F:34])#[N:4].Cl>C1COCC1>[C:3]([C:5]1[CH:10]=[CH:9][C:8]([N:11]2[C@@H:16]([CH3:17])[CH2:15][N:14]([C:18]([NH:20][C:21]3[CH:26]=[CH:25][N:24]=[C:23]([C:27]([OH:29])=[O:28])[CH:22]=3)=[O:19])[C@H:13]([CH3:32])[CH2:12]2)=[CH:7][C:6]=1[C:33]([F:35])([F:36])[F:34])#[N:4] |f:0.1|. Procedure details: A 40 ml portion of 1 N sodium hydroxide aqueous solution was added dropwise to 40 ml of THF solution containing 3.36 g of ethyl (2R,5S)-4-{[4-(4-cyano-3-trifluoromethylphenyl)-2,5-dimethylpiperazine-1-carbonyl]amino}pyridine-2-carboxylate synthesized in Example 18-3, and the mixture was stirred at room temperature for 1 hour. This was adjusted to pH 2 to 3 by adding 4 N hydrochloric acid under ice-cooling, and the thus formed precipitate was collected by filtration, washed with purified water an... The reactants are C1CCOC1, COC(=O)CCOC1CCC(N(C)C(=O)OC(C)(C)C)CC1, [K+], [Li+], [OH-], O=S(=O)([O-])O. Product: CN(C(=O)OC(C)(C)C)C1CCC(OCCC(=O)O)CC1. As a reaction SMILES: [CH2:31]1[O:32][CH2:33][CH2:34][CH2:35]1.[CH3:1][O:2][C:3]([CH2:4][CH2:5][O:6][CH:7]1[CH2:8][CH2:9][CH:10]([N:13]([CH3:14])[C:15](=[O:16])[O:17][C:18]([CH3:19])([CH3:20])[CH3:21])[CH2:11][CH2:12]1)=[O:22].[K+:30].[Li+:24].[OH-:23].[S:25](=[O:26])(=[O:27])([OH:28])[O-:29]>>[O:2]=[C:3]([CH2:4][CH2:5][O:6][CH:7]1[CH2:8][CH2:9][CH:10]([N:13]([CH3:14])[C:15](=[O:16])[O:17][C:18]([CH3:19])([CH3:20])[CH3:21])[CH2:11][CH2:12]1)[OH:22]. The reactants are C(#N)C1=CC=C(C=C1)NC(C(=O)NS(=O)(=O)C1=CC=CC=C1)C1=C(C=C(C(=C1)OCC)OCC)N(C)S(=O)(=O)C (N-{(4-cyano-phenylamino)-[4,5-diethoxy-2-(methanesulfonyl-methyl-amino)-phenyl]-acetyl}benzenesulfonamide), C(C)(C)N(CC)C(C)C (Diisopropylethylamine), Cl.NO (hydroxylamine-hydrochloride). Reagents/catalysts: [Ni] (Raney Nickel). The solvent is C(C)O (ethanol), CO (methanol), C(C)(=O)O (acetic acid). Run at temperature 60 celsius, time 6 hour. The product is C1(=CC=CC=C1)S(=O)(=O)NC(C(C1=C(C=C(C(=C1)OCC)OCC)N(C)S(=O)(=O)C)NC1=CC=C(C(=N)N)C=C1)=O (4-{2-benzenesulfonylamino-1-[4,5-diethoxy-2-(methanesulfonyl-methyl-amino)-phenyl]-2-oxo-ethylamino}benzamidine). RXN SMILES: [C:1]([C:3]1[CH:8]=[CH:7][C:6]([NH:9][CH:10]([C:23]2[CH:28]=[C:27]([O:29][CH2:30][CH3:31])[C:26]([O:32][CH2:33][CH3:34])=[CH:25][C:24]=2[N:35]([S:37]([CH3:40])(=[O:39])=[O:38])[CH3:36])[C:11]([NH:13][S:14]([C:17]2[CH:22]=[CH:21][CH:20]=[CH:19][CH:18]=2)(=[O:16])=[O:15])=[O:12])=[CH:5][CH:4]=1)#[N:2].C([N:44](C(C)C)CC)(C)C.Cl.NO>C(O)C.CO.C(O)(=O)C.[Ni]>[C:17]1([S:14]([NH:13][C:11](=[O:12])[CH:10]([NH:9][C:6]2[CH:7]=[CH:8][C:3]([C:1]([NH2:44])=[NH:2])=[CH:4][CH:5]=2)[C:23]2[CH:28]=[C:27]([O:29][CH2:30][CH3:31])[C:26]([O:32][CH2:33][CH3:34])=[CH:25][C:24]=2[N:35]([S:37]([CH3:40])(=[O:38])=[O:39])[CH3:36])(=[O:16])=[O:15])[CH:18]=[CH:19][CH:20]=[CH:21][CH:22]=1 |f:2.3|. Procedure details: The N-{(4-cyano-phenylamino)-[4,5-diethoxy-2-(methanesulfonyl-methyl-amino)-phenyl]-acetyl}benzenesulfonamide obtained above (126 mg, 0.21 mmole) was dissolved in ethanol (1.8 ml) and heated to 60° C. Diisopropylethylamine (DIPEA—260 ul, 1.5 mmole) was added followed by hydroxylamine-hydrochloride (74 mg, 1.04 mmole). The reaction was stirred at 60° C. under a nitrogen atmosphere for 6 hours. The reaction was then allowed to cool to room temperature. The solution was diluted with methanol (5 ml)... Reactants: CO, Cl, CC(C)CC(N)C(=O)O. The product is COC(=O)C(N)CC(C)C. As a reaction SMILES: [CH3:11][OH:12].[ClH:10].[NH2:1][CH:2]([C:3](=[O:4])[OH:5])[CH2:6][CH:7]([CH3:8])[CH3:9]>>[NH2:1][CH:2]([C:3](=[O:4])[O:5][CH3:11])[CH2:6][CH:7]([CH3:8])[CH3:9]. The reactants are C(C)(=O)OCC (ethyl acetate), C(C)(C)[N-]C(C)C.[Li+] (Lithium diisopropylamide), C(C)C1=NC=2C(=NC(=CC2C)C)N1CC1=CC2=C(\C(\C3=C(CC2)C=CC=C3)=C\C#N)C=C1 ((E)-[2-(2-Ethyl-5,7-dimethyl-3H-imidazo[4,5-b]pyridin-3-yl)methyl-10,11-dihydro-5H-dibenzo[a,d]cyclohepten-5-ylidene]acetonitrile), C(CC)#N (propiononitrile), P(=O)(OCC)(OCC)Cl (diethyl chlorophosphate). Run in O (water), C1CCOC1 (THF), C1CCOC1 (THF), C1CCOC1 (THF). Conditions: temperature 0 celsius, time 15 minute. Product: COC(=O)C=1C=CC\2=C(OCC3=C(/C2=C(\C)/C#N)C=CC=C3)C1 ((Z)-11-(1-cyanoethylidene)-6,11-dihydrodibenzo[b,e]oxepine-3-carboxylic acid methyl ester), COC(=O)C=1C=CC/2=C(OCC3=C(\C2=C(\C)/C#N)C=CC=C3)C1 ((E)-11-(1-cyanoethylidene)-6,11-dihydrodibenzo[b,e]oxepine-3-carboxylic acid methyl ester). The yield is 53.0%. RXN SMILES: [CH:1]([N-]C(C)C)(C)C.[Li+].[C:9](#N)CC.P(Cl)([O:18][CH2:19][CH3:20])(OCC)=O.C(C1N(CC2[CH:53]=[CH:52][C:39]3/[C:40](=[CH:49]/[C:50]#[N:51])/[C:41]4[CH:48]=[CH:47][CH:46]=[CH:45]C=4C[CH2:44][C:38]=3C=2)C2=NC(C)=CC(C)=C2N=1)C.[C:54]([O:57][CH2:58]C)(=[O:56])[CH3:55]>C1COCC1.O>[CH3:58][O:57][C:54]([C:55]1[CH:53]=[CH:52][C:39]2=[C:38]([CH:44]=1)[O:18][CH2:19][C:20]1[CH:45]=[CH:46][CH:47]=[CH:48][C:41]=1/[C:40]/2=[C:49](/[C:50]#[N:51])\[CH3:1])=[O:56].[CH3:58][O:57][C:54]([C:55]1[CH:53]=[CH:52][C:39]2=[C:38]([CH:44]=1)[O:18][CH2:19][C:20]1[CH:45]=[CH:46][CH:47]=[CH:48][C:41]=1/[C:40]/2=[C:49](\[C:50]#[N:51])/[CH3:9])=[O:56] |f:0.1|. Procedure details: [step 1] Lithium diisopropylamide (2.0 mol/L heptane/THF/ethylbenzene solution, 100 mL, 200 mmol) was diluted with THF (40 mL), a solution of propiononitrile (7.13 mL, 100 mmol) in THF (40 mL) was added dropwise while stirring at 0° C. over 15 min. After stirring at 0° C. for 30 min, a solution of diethyl chlorophosphate (14.4 mL, 100 mmol) in THF (40 mL) was added dropwise over 45 min. After stirring at room temperature for 2 hr, methyl 11-oxo-6,11-dihydrodibenzo[b,e]oxepine-3-carboxylate (JP-B... The reactants are C(=NC1CCCCC1)=NC1CCCCC1, CC(NC(=O)OC(C)(C)C)C(=O)O, Cc1cn(C2OC(CO)C(C)(O)C2(C)F)c(=O)[nH]c1=O, C1CCOC1, O. Yields the product Cc1cn(C2OC(COC(=O)C(C)NC(=O)OC(C)(C)C)C(C)(O)C2(C)F)c(=O)[nH]c1=O. RXN SMILES: [C:21](=[N:22][CH:23]1[CH2:24][CH2:25][CH2:26][CH2:27][CH2:28]1)=[N:29][CH:30]1[CH2:31][CH2:32][CH2:33][CH2:34][CH2:35]1.[C:36]([CH3:37])([CH3:38])([CH3:39])[O:40][C:41](=[O:42])[NH:43][CH:44]([C:45](=[O:46])[OH:47])[CH3:48].[F:1][C:2]1([CH3:20])[CH:3]([n:11]2[c:12](=[O:19])[nH:13][c:14](=[O:18])[c:15]([CH3:17])[cH:16]2)[O:4][CH:5]([CH2:9][OH:10])[C:6]1([CH3:7])[OH:8].[O:50]1[CH2:51][CH2:52][CH2:53][CH2:54]1.[OH2:49]>>[F:1][C:2]1([CH3:20])[CH:3]([n:11]2[c:12](=[O:19])[nH:13][c:14](=[O:18])[c:15]([CH3:17])[cH:16]2)[O:4][CH:5]([CH2:9][O:10][C:45]([CH:44]([NH:43][C:41]([O:40][C:36]([CH3:37])([CH3:38])[CH3:39])=[O:42])[CH3:48])=[O:46])[C:6]1([CH3:7])[OH:8].